From a dataset of the Open Reaction Database (ORD), a public repository of structured organic reaction records. describe an organic reaction: reactants, conditions, products, and yield The reactants are O=c1[nH]nc(Cl)c2cc(Br)ccc12, CC(C)(C)[O-], CCOC(C)=O, NCc1cccc(OC(F)F)c1, [Na+], O=C(C=Cc1ccccc1)C=Cc1ccccc1, O=C(C=Cc1ccccc1)C=Cc1ccccc1, O=C(C=Cc1ccccc1)C=Cc1ccccc1, [Pd], [Pd]. The product is O=c1[nH]nc(Cl)c2cc(NCc3cccc(OC(F)F)c3)ccc12. Reaction SMILES: [Br:1][c:2]1[cH:3][c:4]2[c:5]([Cl:13])[n:6][nH:7][c:8](=[O:12])[c:9]2[cH:10][cH:11]1.[CH3:26][C:27]([CH3:28])([O-:29])[CH3:30].[CH3:32][CH2:33][O:34][C:35]([CH3:36])=[O:37].[F:14][CH:15]([O:16][c:17]1[cH:18][c:19]([CH2:20][NH2:21])[cH:22][cH:23][cH:24]1)[F:25].[Na+:31].[O:40]=[C:41]([CH:42]=[CH:43][c:44]1[cH:45][cH:46][cH:47][cH:48][cH:49]1)[CH:50]=[CH:51][c:52]1[cH:53][cH:54][cH:55][cH:56][cH:57]1.[O:58]=[C:59]([CH:60]=[CH:61][c:62]1[cH:63][cH:64][cH:65][cH:66][cH:67]1)[CH:68]=[CH:69][c:70]1[cH:71][cH:72][cH:73][cH:74][cH:75]1.[O:76]=[C:77]([CH:78]=[CH:79][c:80]1[cH:81][cH:82][cH:83][cH:84][cH:85]1)[CH:86]=[CH:87][c:88]1[cH:89][cH:90][cH:91][cH:92][cH:93]1.[Pd:38].[Pd:39]>>[c:2]1([NH:21][CH2:20][c:19]2[cH:18][c:17]([O:16][CH:15]([F:14])[F:25])[cH:24][cH:23][cH:22]2)[cH:3][c:4]2[c:5]([Cl:13])[n:6][nH:7][c:8](=[O:12])[c:9]2[cH:10][cH:11]1. Reactants: CN(C)C=O, ClC(Cl)Cl, OCCc1ocnc1-c1ccccc1, O=S(Cl)Cl. The product is ClCCc1ocnc1-c1ccccc1. Reaction SMILES: [CH3:15][N:16]([CH3:17])[CH:18]=[O:19].[CH:24]([Cl:25])([Cl:26])[Cl:27].[OH:1][CH2:2][CH2:3][c:4]1[c:5](-[c:9]2[cH:10][cH:11][cH:12][cH:13][cH:14]2)[n:6][cH:7][o:8]1.[S:20]([Cl:21])([Cl:22])=[O:23]>>[CH2:2]([CH2:3][c:4]1[c:5](-[c:9]2[cH:10][cH:11][cH:12][cH:13][cH:14]2)[n:6][cH:7][o:8]1)[Cl:22]. Reactants: COc1ccc2[nH]c(C(=O)Nc3cc(NC(=O)OCc4ccccc4)c4ccccc4c3CCOC(C)=O)cc2c1, O=C([O-])[O-], CO, CCOC(C)=O, [K+], [K+], C1CCOC1. Yields the product COc1ccc2[nH]c(C(=O)Nc3cc(NC(=O)OCc4ccccc4)c4ccccc4c3CCO)cc2c1. Reaction SMILES: [C:1](=[O:2])([CH3:3])[O:4][CH2:5][CH2:6][c:7]1[c:8]([NH:28][C:29](=[O:30])[c:31]2[nH:32][c:33]3[cH:34][cH:35][c:36]([O:40][CH3:41])[cH:37][c:38]3[cH:39]2)[cH:9][c:10]([NH:17][C:18](=[O:19])[O:20][CH2:21][c:22]2[cH:23][cH:24][cH:25][cH:26][cH:27]2)[c:11]2[cH:12][cH:13][cH:14][cH:15][c:16]12.[C:47](=[O:48])([O-:49])[O-:50].[CH3:53][OH:54].[CH3:55][CH2:56][O:57][C:58]([CH3:59])=[O:60].[K+:51].[K+:52].[O:42]1[CH2:43][CH2:44][CH2:45][CH2:46]1>>[OH:4][CH2:5][CH2:6][c:7]1[c:8]([NH:28][C:29](=[O:30])[c:31]2[nH:32][c:33]3[cH:34][cH:35][c:36]([O:40][CH3:41])[cH:37][c:38]3[cH:39]2)[cH:9][c:10]([NH:17][C:18](=[O:19])[O:20][CH2:21][c:22]2[cH:23][cH:24][cH:25][cH:26][cH:27]2)[c:11]2[cH:12][cH:13][cH:14][cH:15][c:16]12. Starting materials: Cl.C1=NC=CC=2C(=CC=CC12)S(=O)(=O)Cl (isoquinoline-5-sulfonyl chloride hydrochloride), C(C)(C)(C)OC(=O)NCC1=CC=C(CN)C=C1 (4-(N-tert-butoxycarbonylaminomethyl)benzylamine). Yields the product C(C)(C)(C)OC(=O)NCC1=CC=C(C=C1)CNS(=O)(=O)C1=C2C=CN=CC2=CC=C1 (N-(tert-butoxycarbonyl)-N′-[(5-isoquinolyl)sulfonyl]-1,4-xylylenediamine). Isolated yield 82.7%. As a reaction SMILES: Cl.[CH:2]1[C:11]2[CH:10]=[CH:9][CH:8]=[C:7]([S:12](Cl)(=[O:14])=[O:13])[C:6]=2[CH:5]=[CH:4][N:3]=1.[C:16]([O:20][C:21]([NH:23][CH2:24][C:25]1[CH:32]=[CH:31][C:28]([CH2:29][NH2:30])=[CH:27][CH:26]=1)=[O:22])([CH3:19])([CH3:18])[CH3:17]>>[C:16]([O:20][C:21]([NH:23][CH2:24][C:25]1[CH:32]=[CH:31][C:28]([CH2:29][NH:30][S:12]([C:7]2[CH:8]=[CH:9][CH:10]=[C:11]3[C:6]=2[CH:5]=[CH:4][N:3]=[CH:2]3)(=[O:14])=[O:13])=[CH:27][CH:26]=1)=[O:22])([CH3:19])([CH3:17])[CH3:18] |f:0.1|. Reported procedure: According to Reference Example 5, Step B, a reaction was performed by using isoquinoline-5-sulfonyl chloride hydrochloride (10 g) and Intermediate 59 (8.96 g) to obtain the title compound (13.39 g). Starting materials: FC(OC1=CC=C(C=C1)C(C1=CC=NC=C1)(O)C1=CC=C(C=C1)OC(F)(F)F)(F)F (4-[bis(4-trifluoromethoxyphenyl)hydroxymethyl]pyridine), ethanolic solution, Cl (hydrogen chloride). Solvent: C(C)OCC (diethyl ether), C(C)OCC (diethyl ether). Product: Cl.FC(OC1=CC=C(C=C1)C(C1=CC=NC=C1)(O)C1=CC=C(C=C1)OC(F)(F)F)(F)F (4-[bis(4-trifluoromethoxyphenyl)hydroxymethyl]pyridine hydrochloride). Reaction SMILES: [F:1][C:2]([F:30])([F:29])[O:3][C:4]1[CH:9]=[CH:8][C:7]([C:10]([C:18]2[CH:23]=[CH:22][C:21]([O:24][C:25]([F:28])([F:27])[F:26])=[CH:20][CH:19]=2)([OH:17])[C:11]2[CH:16]=[CH:15][N:14]=[CH:13][CH:12]=2)=[CH:6][CH:5]=1.[ClH:31]>C(OCC)C>[ClH:31].[F:29][C:2]([F:1])([F:30])[O:3][C:4]1[CH:9]=[CH:8][C:7]([C:10]([C:18]2[CH:23]=[CH:22][C:21]([O:24][C:25]([F:28])([F:26])[F:27])=[CH:20][CH:19]=2)([OH:17])[C:11]2[CH:16]=[CH:15][N:14]=[CH:13][CH:12]=2)=[CH:6][CH:5]=1 |f:3.4|. Reported procedure: To a stirred solution of 17.6 grams (0.041 mole) of 4-[bis(4-trifluoromethoxyphenyl)hydroxymethyl]pyridine in 200 mL of diethyl ether was added about 20 mL of an ethanolic solution saturated with hydrogen chloride. Upon completion of addition, the reaction mixture was cooled to promote precipitation of the product. When the solid precipitate did not appear, the reaction mixture was slowly concentrated during a one hour period by passing a stream of nitrogen gas over the reaction mixture. During ...